From a dataset of the Open Reaction Database (ORD), a public repository of structured organic reaction records. describe an organic reaction: reactants, conditions, products, and yield Starting materials: C(=O)(OC(C)(C)C)N1[C@H](C(=O)O)C[C@@H](C1)SCC1=CC=C(C=C1)Br (cis-N-Boc-4-(4-bromobenzyl thio)-L-proline), O=S(Cl)Cl (SOCl2), CO (MeOH). Run at time 72 hour. Yields the product COC([C@H]1NC[C@H](C1)SCC1=CC=C(C=C1)Br)=O (cis-4-(4-bromo-benzylthio)-L-proline methyl ester). Reaction SMILES: C([N:8]1[CH2:15][C@@H:14]([S:16][CH2:17][C:18]2[CH:23]=[CH:22][C:21]([Br:24])=[CH:20][CH:19]=2)[CH2:13][C@H:9]1[C:10]([OH:12])=[O:11])(OC(C)(C)C)=O.O=S(Cl)Cl.[CH3:29]O>>[CH3:29][O:12][C:10](=[O:11])[C@@H:9]1[CH2:13][C@H:14]([S:16][CH2:17][C:18]2[CH:23]=[CH:22][C:21]([Br:24])=[CH:20][CH:19]=2)[CH2:15][NH:8]1. Procedure details: To a solution of Na (0.25 g) (0.011 mol) in 3 mL of MeOH was added 4-bromobenzyl mercaptan (2.2 g) (0.011 mol). The reaction mixture was stirred for 1 h. Trans-N-Boc-4-methanesulfonyloxy-L-proline methyl ester (1.2 g) (0.0037 mol) (Preparation 9) was added and the mixture refluxed for 18 hrs. Upon cooling to RT, 40 mL of water was added and the mixture was extracted with EtOAc. The aqueous layer was acidified with 1 N HCl and extracted with DCM. The combined organic extracts were washed with wat... The reactants are O=C([O-])[O-], C1CNCCN1, ClCCl, CC#N, O=[N+]([O-])c1ccccc1Cl, [K+], [K+]. Yields the product O=[N+]([O-])c1ccccc1N1CCNCC1. RXN SMILES: [C:7](=[O:8])([O-:9])[O-:10].[CH2:1]1[CH2:2][NH:3][CH2:4][CH2:5][NH:6]1.[CH2:26]([Cl:27])[Cl:28].[CH3:23][C:24]#[N:25].[Cl:13][c:14]1[c:15]([N+:20](=[O:21])[O-:22])[cH:16][cH:17][cH:18][cH:19]1.[K+:11].[K+:12]>>[CH2:1]1[CH2:2][N:3]([c:14]2[c:15]([N+:20](=[O:21])[O-:22])[cH:16][cH:17][cH:18][cH:19]2)[CH2:4][CH2:5][NH:6]1.